The task is: describe an organic reaction: reactants, conditions, products, and yield. This data is from the Open Reaction Database (ORD), a public repository of structured organic reaction records. Reactants: S(O)(O)(=O)=O (sulphuric acid), [Na] (sodium), S([O-])(O)(=O)=O.[Na+] (sodium bisulphate), [N+](=O)([O-])C(C)C (2-nitropropane), C1=CC2=C(C=C1C=O)OCO2 (piperonal). Run in CO (methanol), O (water), O (water). Run at time 18 hour. The product is CC(C(C1=CC2=C(C=C1)OCO2)O)(C)[N+](=O)[O-] (1,1-dimethyl-2-hydroxy-2-(3,4-methylenedioxyphenyl)nitroethane). The yield is 34.9%. Reaction SMILES: [Na].[N+:2]([CH:5]([CH3:7])[CH3:6])([O-:4])=[O:3].[CH:8]1[C:13]([CH:14]=[O:15])=[CH:12][C:11]2[O:16][CH2:17][O:18][C:10]=2[CH:9]=1.S(=O)(=O)(O)O.S(=O)(=O)(O)[O-].[Na+]>CO.O>[CH3:6][C:5]([N+:2]([O-:4])=[O:3])([CH3:7])[CH:14]([OH:15])[C:13]1[CH:8]=[CH:9][C:10]2[O:18][CH2:17][O:16][C:11]=2[CH:12]=1 |f:4.5,^1:0|. Procedure details: A solution of 55.2 g (2.4 g atom) of sodium in 2.62 liters of methanol cooled to 25° C was added to 684 g (689.5 ml; 7.68 moles) of 2-nitropropane after which 360.4 g (2.4 moles) of piperonal were added. The solution was stirred at room temperature for 18 hours, cooled in an ice bath and acidified with 2.4 liters of 1N sulphuric acid. The resulting mixture was diluted with 5 liters of water, and an oil which precipitated was syphoned off and added to a rapidly stirred solution of 187.4 g (1.8 mo... The reactants are COC1=CC=C(C=C1)S(=O)(=O)OCCC1=CC=C(C=C1)OS(=O)(=O)C1=CC=C(C=C1)OC (4-(4-methoxyphenylsulfonyloxy)phenethyl 4-methoxy-1-benzenesulfonate), OC1=CC=C(C=O)C=C1 (4-hydroxybenzaldehyde), C([O-])([O-])=O.[K+].[K+] (potassium carbonate). Run in C(C)#N (acetonitrile). The product is COC1=CC=C(C=C1)S(=O)(=O)OC1=CC=C(C=C1)CCOC1=CC=C(C=C1)C=O (4-[2-(4-formylphenoxy)ethyl]phenyl 4-methoxy-1-benzenesulfonate). Yield: 101.4%. As a reaction SMILES: COC1C=CC(S([O:12][CH2:13][CH2:14][C:15]2[CH:20]=[CH:19][C:18]([O:21][S:22]([C:25]3[CH:30]=[CH:29][C:28]([O:31][CH3:32])=[CH:27][CH:26]=3)(=[O:24])=[O:23])=[CH:17][CH:16]=2)(=O)=O)=CC=1.O[C:34]1[CH:41]=[CH:40][C:37]([CH:38]=[O:39])=[CH:36][CH:35]=1.C(=O)([O-])[O-].[K+].[K+]>C(#N)C>[CH3:32][O:31][C:28]1[CH:29]=[CH:30][C:25]([S:22]([O:21][C:18]2[CH:19]=[CH:20][C:15]([CH2:14][CH2:13][O:12][C:34]3[CH:41]=[CH:40][C:37]([CH:38]=[O:39])=[CH:36][CH:35]=3)=[CH:16][CH:17]=2)(=[O:24])=[O:23])=[CH:26][CH:27]=1 |f:2.3.4|. Procedure details: A mixture of 8.5 g (17.8 mmole) 4-(4-methoxyphenylsulfonyloxy)phenethyl 4-methoxy-1-benzenesulfonate, 2.16 g (17.7 mmole) 4-hydroxybenzaldehyde and 10 g (72.5 mmole) potassium carbonate in 60 g acetonitrile was refluxed over night. The salt was filtered off and the solvent was evaporated. The crude product was purified on silica gel using dichloromethane as eluent to give 7.4 g of 4-[2-(4-formylphenoxy)ethyl]phenyl 4-methoxy-1-benzenesulfonate (slightly polluted with the corresponding styrene pr... The reactants are O[C@@H]1[C@](CC2=CC=CC=C12)(C=1CC2=CC=CC=C2C1)CC1=CC=C(C(=O)OC)C=C1 (methyl 4-(((1R,2R)-1-hydroxy-2,3-dihydro-1H,1′H-[2,2′-biinden]-2-yl)methyl)benzoate), C1CCC(CC1)N=C=NC2CCCCC2 (DCC), C(=O)(OCC1C2=CC=CC=C2C2=CC=CC=C12)N[C@@H](CC(C)C)C(=O)O (Fmoc leucine). The reagents and catalysts are CN(C)C=1C=CN=CC1 (DMAP). Solvent: C(C)(=O)OCC (ethyl acetate). Conditions: time 12 hour. Product: N[C@H](C(=O)O[C@@H]1[C@](CC2=CC=CC=C12)(C=1CC2=CC=CC=C2C1)CC1=CC=C(C(=O)OC)C=C1)CC(C)C (methyl 4-(((1R,2R)-1-(((S)-2-amino-4-methylpentanoyl)oxy)-2,3-dihydro-1H,1′H-[2,2′-biinden]-2-yl)methyl)benzoate). Yield: 65.4%. RXN SMILES: [OH:1][C@H:2]1[C:10]2[C:5](=[CH:6][CH:7]=[CH:8][CH:9]=2)[CH2:4][C@:3]1([CH2:20][C:21]1[CH:30]=[CH:29][C:24]([C:25]([O:27][CH3:28])=[O:26])=[CH:23][CH:22]=1)[C:11]1[CH2:12][C:13]2[C:18]([CH:19]=1)=[CH:17][CH:16]=[CH:15][CH:14]=2.C1CCC(N=C=NC2CCCCC2)CC1.C([NH:63][C@H:64]([C:69](O)=[O:70])[CH2:65][CH:66]([CH3:68])[CH3:67])(OCC1C2C(=CC=CC=2)C2C1=CC=CC=2)=O>CN(C1C=CN=CC=1)C.C(OCC)(=O)C>[NH2:63][C@@H:64]([CH2:65][CH:66]([CH3:68])[CH3:67])[C:69]([O:1][C@H:2]1[C:10]2[C:5](=[CH:6][CH:7]=[CH:8][CH:9]=2)[CH2:4][C@:3]1([CH2:20][C:21]1[CH:30]=[CH:29][C:24]([C:25]([O:27][CH3:28])=[O:26])=[CH:23][CH:22]=1)[C:11]1[CH2:12][C:13]2[C:18]([CH:19]=1)=[CH:17][CH:16]=[CH:15][CH:14]=2)=[O:70]. Procedure details: To a solution of methyl 4-(((1R,2R)-1-hydroxy-2,3-dihydro-1H,1′H-[2,2′-biinden]-2-yl)methyl)benzoate (10, 180 mg, 0.45 mmol), DCC (112 mg, 0.54 mmol) and DMAP (6 mg, 0.045 mmol) in ethyl acetate (10 mL), was added Fmoc leucine (158 mg, 0.45 mmol) and then stirred at room temperature for 12 h. The solids were filtered, washed with ethyl acetate (25 ml) and the combined filtrate was washed with 1.5 N HCl (25 mL), water (25 mL), brine (10 mL), dried over anhydrous Na2SO4. The organic layer was evap... Reactants: CCO, CCOC(=O)c1c(C)nn(-c2ccc(F)cc2)c1C, [Na+], [OH-], O. Yields the product Cc1nn(-c2ccc(F)cc2)c(C)c1C(=O)O. Reaction SMILES: [CH3:22][CH2:23][OH:24].[F:1][c:2]1[cH:3][cH:4][c:5](-[n:8]2[n:9][c:10]([CH3:19])[c:11]([C:14](=[O:15])[O:16][CH2:17][CH3:18])[c:12]2[CH3:13])[cH:6][cH:7]1.[Na+:21].[OH-:20].[OH2:25]>>[F:1][c:2]1[cH:3][cH:4][c:5](-[n:8]2[n:9][c:10]([CH3:19])[c:11]([C:14](=[O:15])[OH:16])[c:12]2[CH3:13])[cH:6][cH:7]1.